This data is from the Open Reaction Database (ORD), a public repository of structured organic reaction records. The task is: describe an organic reaction: reactants, conditions, products, and yield Reactants: CCOC(C)=O, Cl, CC(C)(C)OC(=O)N1CSCC1C(N)=O. Product: Cl, NC(=O)C1CSCN1. Reaction SMILES: [CH2:17]([O:18][C:19](=[O:20])[CH3:21])[CH3:22].[ClH:16].[NH2:1][C:2](=[O:3])[CH:4]1[N:5]([C:9]([O:10][C:11]([CH3:12])([CH3:13])[CH3:14])=[O:15])[CH2:6][S:7][CH2:8]1>>[ClH:16].[NH2:1][C:2](=[O:3])[CH:4]1[NH:5][CH2:6][S:7][CH2:8]1. Starting materials: [Li]C(C)(C)C, CCc1ccc(Br)cc1, C1CCOC1, CCOC(=O)c1ccc(C#Cc2ccc3c(c2)C(OS(=O)(=O)C(F)(F)F)=CC(C)(C)S3)cc1, CCCCC, c1ccc(P(c2ccccc2)(c2ccccc2)[Pd](P(c2ccccc2)(c2ccccc2)c2ccccc2)(P(c2ccccc2)(c2ccccc2)c2ccccc2)P(c2ccccc2)(c2ccccc2)c2ccccc2)cc1. Product: CCOC(=O)c1ccc(C#Cc2ccc3c(c2)C(c2ccc(CC)cc2)=CC(C)(C)S3)cc1. As a reaction SMILES: [C:10]([Li:11])([CH3:12])([CH3:13])[CH3:14].[CH2:1]([CH3:2])[c:3]1[cH:4][cH:5][c:6]([Br:9])[cH:7][cH:8]1.[CH2:48]1[O:49][CH2:50][CH2:51][CH2:52]1.[CH3:15][C:16]1([CH3:47])[S:17][c:18]2[cH:19][cH:20][c:21]([C:34]#[C:35][c:36]3[cH:37][cH:38][c:39]([C:40](=[O:41])[O:42][CH2:43][CH3:44])[cH:45][cH:46]3)[cH:22][c:23]2[C:24]([O:26][S:27]([C:28]([F:29])([F:30])[F:31])(=[O:32])=[O:33])=[CH:25]1.[CH3:53][CH2:54][CH2:55][CH2:56][CH3:57].[cH:58]1[cH:59][cH:60][c:61]([P:62]([Pd:63]([P:64]([c:65]2[cH:66][cH:67][cH:68][cH:69][cH:70]2)([c:71]2[cH:72][cH:73][cH:74][cH:75][cH:76]2)[c:77]2[cH:78][cH:79][cH:80][cH:81][cH:82]2)([P:83]([c:84]2[cH:85][cH:86][cH:87][cH:88][cH:89]2)([c:90]2[cH:91][cH:92][cH:93][cH:94][cH:95]2)[c:96]2[cH:97][cH:98][cH:99][cH:100][cH:101]2)[P:102]([c:103]2[cH:104][cH:105][cH:106][cH:107][cH:108]2)([c:109]2[cH:110][cH:111][cH:112][cH:113][cH:114]2)[c:115]2[cH:116][cH:117][cH:118][cH:119][cH:120]2)([c:121]2[cH:122][cH:123][cH:124][cH:125][cH:126]2)[c:127]2[cH:128][cH:129][cH:130][cH:131][cH:132]2)[cH:133][cH:134]1>>[CH2:1]([CH3:2])[c:3]1[cH:4][cH:5][c:6]([C:24]2=[CH:25][C:16]([CH3:15])([CH3:47])[S:17][c:18]3[cH:19][cH:20][c:21]([C:34]#[C:35][c:36]4[cH:37][cH:38][c:39]([C:40](=[O:41])[O:42][CH2:43][CH3:44])[cH:45][cH:46]4)[cH:22][c:23]32)[cH:7][cH:8]1. The reactants are O=c1cc(I)ccn1C1CC1, CC(c1ccc(B2OC(C)(C)C(C)(C)O2)cc1)N1CCC(CC(C)(C)O)(c2ccccc2F)OC1=O. Product: CC(c1ccc(-c2ccn(C3CC3)c(=O)c2)cc1)N1CCC(CC(C)(C)O)(c2ccccc2F)OC1=O. RXN SMILES: [CH:37]1([n:40]2[c:41](=[O:47])[cH:42][c:43]([I:46])[cH:44][cH:45]2)[CH2:38][CH2:39]1.[F:1][c:2]1[c:3]([C:8]2([CH2:32][C:33]([CH3:34])([CH3:35])[OH:36])[CH2:9][CH2:10][N:11]([CH:15]([CH3:16])[c:17]3[cH:18][cH:19][c:20]([B:23]4[O:24][C:25]([CH3:26])([CH3:27])[C:28]([CH3:29])([CH3:30])[O:31]4)[cH:21][cH:22]3)[C:12](=[O:14])[O:13]2)[cH:4][cH:5][cH:6][cH:7]1>>[F:1][c:2]1[c:3]([C:8]2([CH2:32][C:33]([CH3:34])([CH3:35])[OH:36])[CH2:9][CH2:10][N:11]([CH:15]([CH3:16])[c:17]3[cH:18][cH:19][c:20](-[c:43]4[cH:42][c:41](=[O:47])[n:40]([CH:37]5[CH2:38][CH2:39]5)[cH:45][cH:44]4)[cH:21][cH:22]3)[C:12](=[O:14])[O:13]2)[cH:4][cH:5][cH:6][cH:7]1. Reactants: C(C1=CC=CC=C1)NCCO (N-benzylethanolamine), COCCOCCOC (diglyme), CO (methanol), S(O)(O)(=O)=O (sulfuric acid). The solvent is O (water), C1(=CC=CC=C1)C (toluene). The product is S(=O)(=O)(OCCNCC1=CC=CC=C1)O (2-(N-benzylamino)ethyl hydrogen sulfate). Reaction SMILES: [CH2:1]([NH:8][CH2:9][CH2:10][OH:11])[C:2]1[CH:7]=[CH:6][CH:5]=[CH:4][CH:3]=1.COCCOCCOC.[S:21](=O)(=[O:24])([OH:23])[OH:22].CO>O.C1(C)C=CC=CC=1>[S:21]([OH:24])([O:11][CH2:10][CH2:9][NH:8][CH2:1][C:2]1[CH:7]=[CH:6][CH:5]=[CH:4][CH:3]=1)(=[O:23])=[O:22]. Procedure details: To a solution of N-benzylethanolamine (302 g) in a mixture of water (8.92 ml) and toluene (1510 ml) and diglyme (151 ml) was added dropwise sulfuric acid (128 ml) over 30 minutes, and the mixture was stirred under reflux for 6 hours. After cooled to room temperature, to the mixture was added methanol (300 ml), and then the mixture was stirred for 1 hour. The precipitate was filtered and washed with methanol (300 ml×4), and dried to give 2-(N-benzylamino)ethyl hydrogen sulfate (352.6 g) as a whit... Starting materials: C(C)(=O)C=1C=NC(=CC1)C (3-acetyl-6-methylpyridine), COC(N(C)C)OC (N,N-dimethylformamide dimethylacetal). Product: CN(C=CC(=O)C=1C=NC(=CC1)C)C (3-dimethylamino-1-(6-methyl-3-pyridyl)-2-propen-1-one). Procedure details: As for Example 1, 3-acetyl-6-methylpyridine is refluxed with N,N-dimethylformamide dimethylacetal to yield 3-dimethylamino-1-(6-methyl-3-pyridyl)-2-propen-1-one. The preceding compound is heated at reflux temperature for 6 hours with 3-amino-4-chloropyrazole in glacial acetic acid to give the product of the example. Reaction SMILES: [C:1]([C:4]1[CH:5]=[N:6][C:7]([CH3:10])=[CH:8][CH:9]=1)(=[O:3])[CH3:2].CO[CH:13](OC)[N:14]([CH3:16])[CH3:15]>>[CH3:13][N:14]([CH3:16])[CH:15]=[CH:2][C:1]([C:4]1[CH:5]=[N:6][C:7]([CH3:10])=[CH:8][CH:9]=1)=[O:3]. Reactants: CC(C(=O)NC=1C=C2C(=NC=NC2=CC1)NC=C(C(=O)OC)C(=O)OC)C (dimethyl [[6-(2-methylpropionamido)-4-quinazolinylamino]methylene]propanedioate). The solvent is C1(=CC=CC=C1)OC1=CC=CC=C1 (diphenyl ether), C(Cl)(Cl)Cl (chloroform), CO (methanol). Reaction conditions: temperature 255 celsius, time 15 minute. The product is O=C1C(=CN=C2N1C=NC=1C=CC(=CC21)NC(C(C)C)=O)C(=O)OC (methyl 4-oxo-10-(2-methyl-propionamido)-4H-pyrimido[1,2-C]quinazoline-3-carboxylate). The yield is 76.2%. As a reaction SMILES: [CH3:1][CH:2]([CH3:27])[C:3]([NH:5][C:6]1[CH:7]=[C:8]2[C:13](=[CH:14][CH:15]=1)[N:12]=[CH:11][N:10]=[C:9]2[NH:16][CH:17]=[C:18]([C:23]([O:25][CH3:26])=[O:24])[C:19]([O:21]C)=O)=[O:4]>C1(OC2C=CC=CC=2)C=CC=CC=1.C(Cl)(Cl)Cl.CO>[O:21]=[C:19]1[N:10]2[CH:11]=[N:12][C:13]3[CH:14]=[CH:15][C:6]([NH:5][C:3](=[O:4])[CH:2]([CH3:1])[CH3:27])=[CH:7][C:8]=3[C:9]2=[N:16][CH:17]=[C:18]1[C:23]([O:25][CH3:26])=[O:24]. Procedure: A mixture of dimethyl [[6-(2-methylpropionamido)-4-quinazolinylamino]methylene]propanedioate (8.4 g) in diphenyl ether (42 ml) was stirred at 255° C. for 15 minutes. The reaction mixture was cooled to ambient temperature to give crystals which were filtered off, washed with hexane and dried. There were obtained 6.9 g of the crude crystals. The crude crystals were dissolved in a mixture of chloroform and methanol (4:1) under heating. Insoluble materials were removed by filtration. The filtrate wa...